The task is: describe an organic reaction: reactants, conditions, products, and yield. This data is from the Open Reaction Database (ORD), a public repository of structured organic reaction records. Starting materials: O=C(O)C(C(=O)O)C1CCN(C(=O)OCc2ccccc2)CC1, C1COCCN1, C=O, CC(=O)O, C1CCOC1. The product is C=C(C(=O)O)C1CCN(C(=O)OCc2ccccc2)CC1. RXN SMILES: [CH2:1]([c:2]1[cH:3][cH:4][cH:5][cH:6][cH:7]1)[O:8][C:9](=[O:10])[N:11]1[CH2:12][CH2:13][CH:14]([CH:17]([C:18](=[O:19])[OH:20])[C:21]([OH:22])=[O:23])[CH2:15][CH2:16]1.[CH2:24]1[NH:25][CH2:26][CH2:27][O:28][CH2:29]1.[CH2:34]=[O:35].[CH3:30][C:31](=[O:32])[OH:33].[O:36]1[CH2:37][CH2:38][CH2:39][CH2:40]1>>[CH2:1]([c:2]1[cH:3][cH:4][cH:5][cH:6][cH:7]1)[O:8][C:9](=[O:10])[N:11]1[CH2:12][CH2:13][CH:14]([C:17]([C:18](=[O:19])[OH:20])=[CH2:21])[CH2:15][CH2:16]1. Reactants: CC1(NC(C2=C(C=CC=C12)[N+](=O)[O-])=O)C (3,3-dimethyl-7-nitro-2,3-dihydro-isoindol-1-one). The reagents and catalysts are [Pd] (palladium on charcoal). Run in CO (methanol). Reaction conditions: time 16 hour. Product: CC1(NC(C2=C(C=CC=C12)N)=O)C (3,3-dimethyl-7-amino-2,3-dihydro-isoindol-1-one). Reaction SMILES: [CH3:1][C:2]1([CH3:15])[C:10]2[C:5](=[C:6]([N+:11]([O-])=O)[CH:7]=[CH:8][CH:9]=2)[C:4](=[O:14])[NH:3]1>CO.[Pd]>[CH3:1][C:2]1([CH3:15])[C:10]2[C:5](=[C:6]([NH2:11])[CH:7]=[CH:8][CH:9]=2)[C:4](=[O:14])[NH:3]1. Reported procedure: 67 mg (0.325 mmol) 3,3-dimethyl-7-nitro-2,3-dihydro-isoindol-1-one are dissolved in 50 ml of methanol and combined with 10 mg palladium on charcoal. The mixture is hydrogenated for 16 h at 4 bar H2 pressure and ambient temperature. Then the catalyst is filtered off and the solvent is eliminated in vacuo. Reactants: CC(=O)Br, O=C([O-])[O-], Cc1c([N+](=O)[O-])cc[n+]([O-])c1C, [NH4+], [NH4+], O. Yields the product Cc1c(Br)cc[n+]([O-])c1C. Reaction SMILES: [C:13](=[O:14])([CH3:15])[Br:16].[C:17](=[O:18])([O-:19])[O-:20].[CH3:1][c:2]1[n+:3]([O-:12])[cH:4][cH:5][c:6]([N+:9]([O-:10])=[O:11])[c:7]1[CH3:8].[NH4+:21].[NH4+:22].[OH2:23]>>[CH3:1][c:2]1[n+:3]([O-:12])[cH:4][cH:5][c:6]([Br:16])[c:7]1[CH3:8]. Starting materials: Bis(dibenzylidineacetone)palladium, (2′-dicyclohexyl phosphanyl-biphenyl-2-yl)-dimethylamine, CC(C)([O-])C.[K+] (Potassium tert-butoxide), Cl.FC=1C=C2CCNCC2=CC1 (6-fluoro-1,2,3,4-tetrahydro-isoquinoline hydrochloride salt), BrC1=CC(=C(C(=C1)C)NC(CC(C)(C)C)=O)C (N-(4-bromo-2,6-dimethyl-phenyl)-3,3-dimethyl-butanamide). Run in C1(=CC=CC=C1)C (toluene). Reaction conditions: time 30 minute. Yields the product FC=1C=C2CCN(CC2=CC1)C1=CC(=C(C(=C1)C)NC(CC(C)(C)C)=O)C (N-[4-(6-Fluoro-3,4-dihydro-1H-isoquinolin-2-yl)-2,6-dimethylphenyl]-3,3-dimethyl butanamide). As a reaction SMILES: CC(C)([O-])C.[K+].Cl.[F:8][C:9]1[CH:10]=[C:11]2[C:16](=[CH:17][CH:18]=1)[CH2:15][NH:14][CH2:13][CH2:12]2.Br[C:20]1[CH:25]=[C:24]([CH3:26])[C:23]([NH:27][C:28](=[O:34])[CH2:29][C:30]([CH3:33])([CH3:32])[CH3:31])=[C:22]([CH3:35])[CH:21]=1>C1(C)C=CC=CC=1>[F:8][C:9]1[CH:10]=[C:11]2[C:16](=[CH:17][CH:18]=1)[CH2:15][N:14]([C:20]1[CH:25]=[C:24]([CH3:26])[C:23]([NH:27][C:28](=[O:34])[CH2:29][C:30]([CH3:31])([CH3:32])[CH3:33])=[C:22]([CH3:35])[CH:21]=1)[CH2:13][CH2:12]2 |f:0.1,2.3|. Procedure details: Bis(dibenzylidineacetone)palladium (390 mg, 0.68 mmol) and (2′-dicyclohexyl phosphanyl-biphenyl-2-yl)-dimethylamine (800 mg, 2.0 mmol) were added to dry toluene (150 mL purged with argon for 30 minutes) and stirred for 30 minutes under argon. Potassium tert-butoxide (4.75 mg, 42.3 mmol), 6-fluoro-1,2,3,4-tetrahydro-isoquinoline hydrochloride salt (3.2 g, 17.0 mmol), and N-(4-bromo-2,6-dimethyl-phenyl)-3,3-dimethyl-butanamide (5 g, 16.8 mmol) were then added, and the reaction mixture was stirred ... The reactants are C1(CC1)N1C=C(C(C2=CC(=C(C=C12)F)F)=O)C(=O)O (1-cyclopropyl-6, 7-difluoro-1,4-dihydro-4-oxo-3-quinolinecarboxylic acid), N1CC(CC1)C1=NC=CC=C1 (2-(3-pyrrolidinyl)pyridine). Product: C1(CC1)N1C=C(C(C2=CC(=C(C=C12)N1CC(CC1)C1=NC=CC=C1)F)=O)C(=O)O (1-Cyclopropyl-6-fluoro-1,4-dihydro-4-oxo-7-[3-(2-pyridinyl)-1-pyrrolidinyl]-3-quinolinecarboxylic acid). Yield: 85.0%. RXN SMILES: [CH:1]1([N:4]2[C:13]3[C:8](=[CH:9][C:10]([F:15])=[C:11](F)[CH:12]=3)[C:7](=[O:16])[C:6]([C:17]([OH:19])=[O:18])=[CH:5]2)[CH2:3][CH2:2]1.[NH:20]1[CH2:24][CH2:23][CH:22]([C:25]2[CH:30]=[CH:29][CH:28]=[CH:27][N:26]=2)[CH2:21]1>>[CH:1]1([N:4]2[C:13]3[C:8](=[CH:9][C:10]([F:15])=[C:11]([N:20]4[CH2:24][CH2:23][CH:22]([C:25]5[CH:30]=[CH:29][CH:28]=[CH:27][N:26]=5)[CH2:21]4)[CH:12]=3)[C:7](=[O:16])[C:6]([C:17]([OH:19])=[O:18])=[CH:5]2)[CH2:3][CH2:2]1. Procedure: Starting from 1-cyclopropyl-6, 7-difluoro-1,4-dihydro-4-oxo-3-quinolinecarboxylic acid (1.25 g, 4.7 mmol) and 2-(3-pyrrolidinyl)pyridine, a procedure analogous to that given in Example 1 provided the title compound (1.57 g, 85%) as an off-white solid, mp 216°-219° C. Starting materials: [BH4-].[Na+] (Sodium borohydride), C(C)(C)(C)OC(=O)N[C@H]1C[C@H](CSC1C1=C(C=CC(=C1)F)F)N1CC2=NN(C=C2C1)CC(=O)OC (methyl 2-[5-[(3R,5S)-5-(tert-butoxycarbonylamino)-6-(2,5-difluorophenyl)tetrahydrothiopyran-3-yl]-4,6-dihydropyrrolo[3,4-c]pyrazol-2-yl]acetate), Cl (HCl). The solvent is CO (methanol). Conditions: time 15 minute. Yields the product FC1=C(C=C(C=C1)F)C1SC[C@@H](C[C@@H]1NC(OC(C)(C)C)=O)N1CC2=NN(C=C2C1)CCO (tert-Butyl N-[(3S,5R)-2-(2,5-difluorophenyl)-5-[2-(2-hydroxyethyl)-4,6-dihydropyrrolo[3,4-c]pyrazol-5-yl]tetrahydrothiopyran-3-yl]carbamate). Reaction SMILES: [BH4-].[Na+].[C:3]([O:7][C:8]([NH:10][C@@H:11]1[CH:16]([C:17]2[CH:22]=[C:21]([F:23])[CH:20]=[CH:19][C:18]=2[F:24])[S:15][CH2:14][C@H:13]([N:25]2[CH2:32][C:31]3[C:27](=[N:28][N:29]([CH2:33][C:34](OC)=[O:35])[CH:30]=3)[CH2:26]2)[CH2:12]1)=[O:9])([CH3:6])([CH3:5])[CH3:4].Cl>CO>[F:24][C:18]1[CH:19]=[CH:20][C:21]([F:23])=[CH:22][C:17]=1[CH:16]1[C@@H:11]([NH:10][C:8](=[O:9])[O:7][C:3]([CH3:4])([CH3:5])[CH3:6])[CH2:12][C@@H:13]([N:25]2[CH2:32][C:31]3[C:27](=[N:28][N:29]([CH2:33][CH2:34][OH:35])[CH:30]=3)[CH2:26]2)[CH2:14][S:15]1 |f:0.1|. Procedure details: Sodium borohydride (26.4 mg, 0.698 mmol) was added in 3 portions over 4 h to a solution of methyl 2-[5-[(3R,5S)-5-(tert-butoxycarbonylamino)-6-(2,5-difluorophenyl)tetrahydrothiopyran-3-yl]-4,6-dihydropyrrolo[3,4-c]pyrazol-2-yl]acetate (13.2 mg, 0.025 mmol) in methanol (0.25 mL). After an additional 15 min, 2N HCl (0.1 mL, 0.1 mmol) was added and the resulting suspension was stirred at room temperature for 5 min. Filtration of the suspension and purification by reverse-phase HPLC was followed by ...